Task: describe an organic reaction: reactants, conditions, products, and yield. Dataset: the Open Reaction Database (ORD), a public repository of structured organic reaction records The reactants are COC(=O)CNC(=O)c1ccc2c(c1)-c1c(c(C(=O)C(C#N)C(=O)Nc3ccccc3)nn1-c1ccccc1)C2, CCO, Cl, [K+], [OH-], O. Yields the product N#CC(C(=O)Nc1ccccc1)C(=O)c1nn(-c2ccccc2)c2c1Cc1ccc(C(=O)NCC(=O)O)cc1-2. Reaction SMILES: [CH3:1][O:2][C:3]([CH2:4][NH:5][C:6](=[O:7])[c:8]1[cH:9][cH:10][c:11]2[c:38]([cH:39]1)-[c:14]1[c:13]([c:17]([C:18]([CH:19]([C:20]([NH:21][c:22]3[cH:23][cH:24][cH:25][cH:26][cH:27]3)=[O:28])[C:29]#[N:30])=[O:31])[n:16][n:15]1-[c:32]1[cH:33][cH:34][cH:35][cH:36][cH:37]1)[CH2:12]2)=[O:40].[CH3:44][CH2:45][OH:46].[ClH:41].[K+:43].[OH-:42].[OH2:47]>>[O:2]=[C:3]([CH2:4][NH:5][C:6](=[O:7])[c:8]1[cH:9][cH:10][c:11]2[c:38]([cH:39]1)-[c:14]1[c:13]([c:17]([C:18]([CH:19]([C:20]([NH:21][c:22]3[cH:23][cH:24][cH:25][cH:26][cH:27]3)=[O:28])[C:29]#[N:30])=[O:31])[n:16][n:15]1-[c:32]1[cH:33][cH:34][cH:35][cH:36][cH:37]1)[CH2:12]2)[OH:40]. Reactants: COCCOC1=CC(=C(C=C1)[N+](=O)[O-])[N+](=O)[O-] (2-methoxyethoxy-3,4-dinitrobenzene), N1C(=CC2=CC=CC=C12)NC(=O)C1=CC=C(C=O)C=C1 (4-(2-indolylaminocarbonyl)benzaldehyde). Yields the product COCCOC=1C=CC2=C(NC(=N2)C2=CC=C(C(=O)NC=3NC4=CC=CC=C4C3)C=C2)C1 (4-(6-(2-Methoxyethoxy)-1H-benzo[d]imidazol-2-yl)-N-(1H-indol-2-yl)benzamide). RXN SMILES: [CH3:1][O:2][CH2:3][CH2:4][O:5][C:6]1[CH:11]=[CH:10][C:9]([N+:12]([O-])=O)=[C:8]([N+:15]([O-])=O)[CH:7]=1.[NH:18]1[C:26]2[C:21](=[CH:22][CH:23]=[CH:24][CH:25]=2)[CH:20]=[C:19]1[NH:27][C:28]([C:30]1[CH:37]=[CH:36][C:33]([CH:34]=O)=[CH:32][CH:31]=1)=[O:29]>>[CH3:1][O:2][CH2:3][CH2:4][O:5][C:6]1[CH:11]=[CH:10][C:9]2[N:12]=[C:34]([C:33]3[CH:32]=[CH:31][C:30]([C:28]([NH:27][C:19]4[NH:18][C:26]5[C:21]([CH:20]=4)=[CH:22][CH:23]=[CH:24][CH:25]=5)=[O:29])=[CH:37][CH:36]=3)[NH:15][C:8]=2[CH:7]=1. Procedure details: Compound 663 was prepared according to the procedure similar to that described in Scheme III from 1-(2-methoxyethoxy-3,4-dinitrobenzene and 4-(2-indolylaminocarbonyl)benzaldehyde. [M+H]+ calcd for C25H22N4O3: 427.17; found: 426.99.